From a dataset of the Open Reaction Database (ORD), a public repository of structured organic reaction records. describe an organic reaction: reactants, conditions, products, and yield The reactants are CN(C)C=O, ClCc1ccccc1, O=[N+]([O-])c1cc(Cl)ccc1O, [H-], [Na+], O. Yields the product O=[N+]([O-])c1cc(Cl)ccc1OCc1ccccc1. As a reaction SMILES: [CH3:22][N:23]([CH3:24])[CH:25]=[O:26].[Cl:14][CH2:15][c:16]1[cH:17][cH:18][cH:19][cH:20][cH:21]1.[Cl:3][c:4]1[cH:5][c:6]([N+:11](=[O:12])[O-:13])[c:7]([OH:10])[cH:8][cH:9]1.[H-:1].[Na+:2].[OH2:27]>>[Cl:3][c:4]1[cH:5][c:6]([N+:11](=[O:12])[O-:13])[c:7]([O:10][CH2:15][c:16]2[cH:17][cH:18][cH:19][cH:20][cH:21]2)[cH:8][cH:9]1. The reactants are Cl, FC(F)(F)c1cccc(C2CCNCC2)c1, CN(C)C=O, O, O=C(O)Cc1ccc2nccnc2c1. Product: O=C(Cc1ccc2nccnc2c1)N1CCC(c2cccc(C(F)(F)F)c2)CC1. RXN SMILES: [ClH:15].[F:16][C:17]([c:18]1[cH:19][c:20]([CH:24]2[CH2:25][CH2:26][NH:27][CH2:28][CH2:29]2)[cH:21][cH:22][cH:23]1)([F:30])[F:31].[O:33]=[CH:34][N:35]([CH3:36])[CH3:37].[OH2:32].[n:1]1[cH:2][cH:3][n:4][c:5]2[cH:6][c:7]([CH2:11][C:12](=[O:13])[OH:14])[cH:8][cH:9][c:10]12>>[n:1]1[cH:2][cH:3][n:4][c:5]2[cH:6][c:7]([CH2:11][C:12](=[O:14])[N:27]3[CH2:26][CH2:25][CH:24]([c:20]4[cH:19][c:18]([C:17]([F:16])([F:30])[F:31])[cH:23][cH:22][cH:21]4)[CH2:29][CH2:28]3)[cH:8][cH:9][c:10]12.